This data is from the Open Reaction Database (ORD), a public repository of structured organic reaction records. The task is: describe an organic reaction: reactants, conditions, products, and yield Reaction SMILES: [C:1]([N:4]1[CH2:9][CH2:8][NH:7][CH2:6][CH2:5]1)(=[O:3])[CH3:2].[CH2:10]=[C:11]1[O:15][C:13](=[O:14])[CH2:12]1>O1CCCC1>[C:1]([N:4]1[CH2:9][CH2:8][N:7]([C:13](=[O:14])[CH2:12][C:11](=[O:15])[CH3:10])[CH2:6][CH2:5]1)(=[O:3])[CH3:2]. The yield is 81.3%. The reactants are C(C)(=O)N1CCNCC1 (1-acetylpiperazine), C=C1CC(=O)O1 (diketene). The product is C(C)(=O)N1CCN(CC1)C(CC(C)=O)=O (1-(4-Acetylpiperazin-1-yl)butane-1,3-dione). Solvent: O1CCCC1 (tetrahydrofuran), O1CCCC1 (tetrahydrofuran). Reaction conditions: temperature 0 celsius, time 1 hour. Procedure: A solution of 20.8 g (0.17 mol) 1-acetylpiperazine in 50 ml tetrahydrofuran were added dropwise to a solution of 13 g of diketene (0.16 mol) in 200 ml tetrahydrofuran at −5 to 0° C. After 1 h stirring at 0° C. no more starting material was detected by thin layer chromatography. The reaction mixture was evaporated and the residue purified by column chromatography. This gave 27.2 g (0.13 mol, 83% yield) of a colorless oil. Reactants: CC1=CC=C(C=C1)C1=C(C=CC=C1)O (4-methyl-2'-hydroxy-1,1'-biphenyl), FC1=C(C=CC=C1)[N+](=O)[O-] (1-fluoro-2-nitrobenzene). Product: CC1=CC=C(C=C1)C1=C(C=CC=C1)OC1=C(C=CC=C1)[N+](=O)[O-] (4-Methyl-2'-(2-nitrophenoxy)-1,1'-biphenyl). Reaction SMILES: [CH3:1][C:2]1[CH:7]=[CH:6][C:5]([C:8]2[CH:13]=[CH:12][CH:11]=[CH:10][C:9]=2[OH:14])=[CH:4][CH:3]=1.F[C:16]1[CH:21]=[CH:20][CH:19]=[CH:18][C:17]=1[N+:22]([O-:24])=[O:23]>>[CH3:1][C:2]1[CH:3]=[CH:4][C:5]([C:8]2[CH:13]=[CH:12][CH:11]=[CH:10][C:9]=2[O:14][C:16]2[CH:21]=[CH:20][CH:19]=[CH:18][C:17]=2[N+:22]([O-:24])=[O:23])=[CH:6][CH:7]=1. Reported procedure: Prepared from 4-methyl-2'-hydroxy-1,1'-biphenyl (Example 12, Step C) and 1-fluoro-2-nitrobenzene by the procedure described in Example 27, Step A. 1H NMR (200 MHz,CDCl3): δ 2.30 (s,3H), 6.74 (dd;2,8 Hz;1H), 6.9-7.5 (m,10H), 7.84 (dd;2,8 Hz;1H). Starting materials: [BH4-], [Cl-], O=C(O)c1cccnc1Cl, [Na+], [Na+], O, O=S(Cl)Cl. Yields the product OCc1cccnc1Cl. As a reaction SMILES: [BH4-:15].[Cl-:17].[Cl:1][c:2]1[c:3]([C:4](=[O:5])[OH:6])[cH:7][cH:8][cH:9][n:10]1.[Na+:16].[Na+:18].[OH2:19].[S:11]([Cl:12])([Cl:13])=[O:14]>>[Cl:1][c:2]1[c:3]([CH2:4][OH:5])[cH:7][cH:8][cH:9][n:10]1.